Dataset: the Open Reaction Database (ORD), a public repository of structured organic reaction records. Task: describe an organic reaction: reactants, conditions, products, and yield Reactants: C1(=CC=CC=C1)/C=C/C1=CC(=NN1)C1=CC=C(C=C1)C(F)(F)F (5-[(E)-2-Phenylvinyl]-3-[4-(trifluoromethyl)phenyl]-1H-pyrazole). Reagents/catalysts: [C].[Pd] (palladium-carbon). The solvent is O1CCCC1 (tetrahydrofuran), C(C)O (ethanol). Conditions: time 2 hour. The product is C1(=CC=CC=C1)CCC1=CC(=NN1)C1=CC=C(C=C1)C(F)(F)F (5-(2-phenylethyl)-3-[4-(trifluoromethyl)phenyl]-1H-pyrazole). Isolated yield 56.1%. Reaction SMILES: [C:1]1(/[CH:7]=[CH:8]/[C:9]2[NH:13][N:12]=[C:11]([C:14]3[CH:19]=[CH:18][C:17]([C:20]([F:23])([F:22])[F:21])=[CH:16][CH:15]=3)[CH:10]=2)[CH:6]=[CH:5][CH:4]=[CH:3][CH:2]=1>O1CCCC1.C(O)C.[C].[Pd]>[C:1]1([CH2:7][CH2:8][C:9]2[NH:13][N:12]=[C:11]([C:14]3[CH:15]=[CH:16][C:17]([C:20]([F:23])([F:22])[F:21])=[CH:18][CH:19]=3)[CH:10]=2)[CH:6]=[CH:5][CH:4]=[CH:3][CH:2]=1 |f:3.4|. Procedure details: 5-[(E)-2-Phenylvinyl]-3-[4-(trifluoromethyl)phenyl]-1H-pyrazole (1.56 g, 4.96 mmol) was dissolved in a mixed solvent of tetrahydrofuran (30 mL) and ethanol (30 mL), 10% palladium-carbon (50% water-containing product, 500 mg) was added, and the mixture was stirred at room temperature under an atmospheric hydrogen atmosphere for 2 hr. The catalyst was filtered off and the filtrate was concentrated to give the title compound (880 mg, yield 56%) as colorless crystals. MS: m/z 317 (MH+). Starting materials: CCC(=O)Cl, NC1CCc2c([nH]c3ccccc23)C1, ClC(Cl)Cl, [Na+], O=C([O-])O. The product is CCC(=O)NC1CCc2c([nH]c3ccccc23)C1. As a reaction SMILES: [C:15]([CH2:16][CH3:17])(=[O:18])[Cl:19].[CH2:1]1[CH:2]([NH2:14])[CH2:3][CH2:4][c:5]2[c:6]3[cH:7][cH:8][cH:9][cH:10][c:11]3[nH:12][c:13]21.[Cl:20][CH:21]([Cl:22])[Cl:23].[Na+:28].[O-:24][C:25]([OH:26])=[O:27]>>[CH2:1]1[CH:2]([NH:14][C:15]([CH2:16][CH3:17])=[O:18])[CH2:3][CH2:4][c:5]2[c:6]3[cH:7][cH:8][cH:9][cH:10][c:11]3[nH:12][c:13]21. The reactants are COC1=CC=C(CN(C(=O)OCC2=CC=CC=C2)[C@@H]2[C@@H]([C@H](CC2)CBr)C2=CC=C(C=C2)F)C=C1 (1-(S)-(N-(4-Methoxybenzyl)-N-(benzyloxycarbonyl)-amino)-2-(S)-(4-fluorophenyl)-3-(S)-(bromomethyl)-cyclopentane), N1CCCC1 (pyrrolidine). Solvent: C(C)#N (acetonitrile). Reaction conditions: temperature 90 celsius. The product is COC1=CC=C(CN(C(=O)OCC2=CC=CC=C2)[C@@H]2[C@@H]([C@H](CC2)CN2CCCC2)C2=CC=C(C=C2)F)C=C1 (1-(S)-(N-(4-Methoxybenzyl)-N-(benzyloxycarbonyl)-amino)-2-(S)-(4-fluorophenyl)-3-(S)-(pyrrolidin-1-ylmethyl)-cyclopentane). As a reaction SMILES: [CH3:1][O:2][C:3]1[CH:34]=[CH:33][C:6]([CH2:7][N:8]([C@H:19]2[CH2:23][CH2:22][C@H:21]([CH2:24]Br)[C@H:20]2[C:26]2[CH:31]=[CH:30][C:29]([F:32])=[CH:28][CH:27]=2)[C:9]([O:11][CH2:12][C:13]2[CH:18]=[CH:17][CH:16]=[CH:15][CH:14]=2)=[O:10])=[CH:5][CH:4]=1.[NH:35]1[CH2:39][CH2:38][CH2:37][CH2:36]1>C(#N)C>[CH3:1][O:2][C:3]1[CH:34]=[CH:33][C:6]([CH2:7][N:8]([C@H:19]2[CH2:23][CH2:22][C@H:21]([CH2:24][N:35]3[CH2:39][CH2:38][CH2:37][CH2:36]3)[C@H:20]2[C:26]2[CH:31]=[CH:30][C:29]([F:32])=[CH:28][CH:27]=2)[C:9]([O:11][CH2:12][C:13]2[CH:18]=[CH:17][CH:16]=[CH:15][CH:14]=2)=[O:10])=[CH:5][CH:4]=1. Procedure details: To a solution of 500 mg of product from Step C in 3.0 mL of acetonitrile was added 0.40 mL of pyrrolidine. The reaction was heated at 90° C. for 3 days in a sealed vial and then concentrated. The residue was purified by flash chromatography eluting with 0 to 5% methanol in methylene chloride to obtain 483 mg of title compound. Mass spec (NH3 /CI): 517 (M+1). Reactants: CO, O=C(NCc1ccco1)c1cc([N+](=O)[O-])ccc1Oc1cncc(Cl)c1. The product is Nc1ccc(Oc2cncc(Cl)c2)c(C(=O)NCc2ccco2)c1. RXN SMILES: [CH3:27][OH:28].[N+:1]([O-:2])(=[O:3])[c:4]1[cH:5][cH:6][c:7]([O:19][c:20]2[cH:21][c:22]([Cl:26])[cH:23][n:24][cH:25]2)[c:8]([C:9](=[O:10])[NH:11][CH2:12][c:13]2[o:14][cH:15][cH:16][cH:17]2)[cH:18]1>>[NH2:1][c:4]1[cH:5][cH:6][c:7]([O:19][c:20]2[cH:21][c:22]([Cl:26])[cH:23][n:24][cH:25]2)[c:8]([C:9](=[O:10])[NH:11][CH2:12][c:13]2[o:14][cH:15][cH:16][cH:17]2)[cH:18]1. Starting materials: C(C)B(CC)CC (triethylborane), solution, C(C)B(CC)CC (triethylborane), COC(C(CCN1C(=CC=C1)C(C1=CC=CC=C1)=O)I)=O (4-(2-benzoylpyrrol-1-yl)-2-iodobutyric acid methyl ester). Solvent: CCCCCC (hexane), CS(=O)C (dimethylsulfoxide), CCCCCC (hexane), [Cl-].[Na+].O (brine). Conditions: time 1 hour. Product: COC(=O)C1C=2N(CC1)C(=CC2)C(C2=CC=CC=C2)=O (5-benzoyl-1,2-dihydro-3H-pyrrolo[1,2-a]pyrrole-1-carboxylic acid methyl ester). The yield is 62.8%. Reaction SMILES: C(B(CC)CC)C.[CH3:8][O:9][C:10](=[O:28])[CH:11](I)[CH2:12][CH2:13][N:14]1[CH:18]=[CH:17][CH:16]=[C:15]1[C:19](=[O:26])[C:20]1[CH:25]=[CH:24][CH:23]=[CH:22][CH:21]=1>CS(C)=O.CCCCCC.[Cl-].[Na+].O>[CH3:8][O:9][C:10]([CH:11]1[CH2:12][CH2:13][N:14]2[C:15]([C:19](=[O:26])[C:20]3[CH:25]=[CH:24][CH:23]=[CH:22][CH:21]=3)=[CH:16][CH:17]=[C:18]12)=[O:28] |f:4.5.6|. Reported procedure: A 1.0N solution of triethylborane in hexane (1.6 mL, 1.6 mmoles) was added to a stirred solution of 4-(2-benzoylpyrrol-1-yl)-2-iodobutyric acid methyl ester (IV, 530 mg, 1.3 mmoles) in dimethylsulfoxide (5 mL) under normal air atmosphere. After 1 hour, additional triethylborane (1.0 mL, 1.0 mmole) in hexane was added and the reaction was stirred. After 30 minutes, the reaction was diluted with brine (50 mL) and extracted with diethyl ether (2×50 mL). The organic layer was dried over NaSO4 and ev... The reactants are C(C)N(CCN1C(C2=C(CCCC1)NC(=C2C)C=O)=O)CC (5-(2-diethylamino-ethyl)-3-methyl-4-oxo-4,5,6,7,8,9-hexahydro-1H-1,5-diaza-cyclopentacyclooctene-2-carbaldehyde), BrC=1C=C2CC(NC2=CC1)=O (5-bromo-1,3-dihydro-indol-2-one). The product is BrC=1C=C2/C(/C(NC2=CC1)=O)=C/C1=C(C2=C(CCCCN(C2=O)CCN(CC)CC)N1)C ((Z)-2-(5-bromo-2-oxo-1,2-dihydro-indol-3-ylidenemethyl)-5-(2-diethylamino-ethyl)-3-methyl-6,7,8,9-tetrahydro-1H,5H-1,5-diaza-cyclopentacycloocten-4-one). Procedure details: The title compound was prepared under the same conditions as described in step 6 of Example 60 with 5-(2-diethylamino-ethyl)-3-methyl-4-oxo-4,5,6,7,8,9-hexahydro-1H-1,5-diaza-cyclopentacyclooctene-2-carbaldehyde 60e obtained from step 5 of Example 60 and 5-bromo-1,3-dihydro-indol-2-one as starting materials to obtain (Z)-2-(5-bromo-2-oxo-1,2-dihydro-indol-3-ylidenemethyl)-5-(2-diethylamino-ethyl)-3-methyl-6,7,8,9-tetrahydro-1H,5H-1,5-diaza-cyclopentacycloocten-4-one 61 (16 mg, yield 68%) as a ye... Reaction SMILES: [CH2:1]([N:3]([CH2:21][CH3:22])[CH2:4][CH2:5][N:6]1[CH2:13][CH2:12][CH2:11][CH2:10][C:9]2[NH:14][C:15]([CH:18]=O)=[C:16]([CH3:17])[C:8]=2[C:7]1=[O:20])[CH3:2].[Br:23][C:24]1[CH:25]=[C:26]2[C:30](=[CH:31][CH:32]=1)[NH:29][C:28](=[O:33])[CH2:27]2>>[Br:23][C:24]1[CH:25]=[C:26]2[C:30](=[CH:31][CH:32]=1)[NH:29][C:28](=[O:33])/[C:27]/2=[CH:18]\[C:15]1[NH:14][C:9]2[CH2:10][CH2:11][CH2:12][CH2:13][N:6]([CH2:5][CH2:4][N:3]([CH2:21][CH3:22])[CH2:1][CH3:2])[C:7](=[O:20])[C:8]=2[C:16]=1[CH3:17]. Isolated yield 68.0%. The reactants are C1=C(C=CC=2CCCCC12)O (5,6,7,8-tetrahydro-naphthalen-2-ol), C(Cl)C1CO1 (epichlorohydrin). Yields the product C1=C(C=CC=2CCCCC12)OCC1OC1 (2-(5,6,7,8-Tetrahydro-naphthalen-2-yloxymethyl)-oxirane). RXN SMILES: [CH:1]1[C:10]2[CH2:9][CH2:8][CH2:7][CH2:6][C:5]=2[CH:4]=[CH:3][C:2]=1[OH:11].[CH2:12]([CH:14]1[O:16][CH2:15]1)Cl>>[CH:1]1[C:10]2[CH2:9][CH2:8][CH2:7][CH2:6][C:5]=2[CH:4]=[CH:3][C:2]=1[O:11][CH2:12][CH:14]1[CH2:15][O:16]1. Procedure: The title compound was prepared from 5,6,7,8-tetrahydro-naphthalen-2-ol and epichlorohydrin employing the procedures as set forth in Step 1 of Example 2. Starting materials: NC[C@H](C)O ((S)-(+)-1-amino-2-propanol), C(C1=CC=C(C=C1)OC)=O (p-anisaldehyde), C(C)(=O)O (acetic acid), C(C)(=O)O[BH-](OC(C)=O)OC(C)=O.[Na+] (sodium triacetoxyborohydride). Run in CO (methanol). Run at time 72 hour. Product: N (ammonia), COC1=CC=C(CNC[C@H](C)O)C=C1 ((2S)-1-[(4-Methoxybenzyl)amino]-2-propanol). RXN SMILES: [NH2:1][CH2:2][C@@H:3]([OH:5])[CH3:4].[CH:6](=O)[C:7]1[CH:12]=[CH:11][C:10]([O:13][CH3:14])=[CH:9][CH:8]=1.C(O)(=O)C.C(O[BH-](OC(=O)C)OC(=O)C)(=O)C.[Na+]>CO>[NH3:1].[CH3:14][O:13][C:10]1[CH:11]=[CH:12][C:7]([CH2:6][NH:1][CH2:2][C@@H:3]([OH:5])[CH3:4])=[CH:8][CH:9]=1 |f:3.4|. Procedure: A mixture of (S)-(+)-1-amino-2-propanol (9 g, 0.12 mol), p-anisaldehyde (5.45 g, 0.04 mol), acetic acid (5 ml), and sodium triacetoxyborohydride (9.5 g, 0.045 mol) in methanol (80 ml) was stirred at room temperature for 72 hours. The reaction mixture was concentrated under reduced pressure and the residue was partitioned between dichloromethane (150 ml) and sodium hydroxide solution (100 ml, 0.5N). The layers were separated, and the aqueous phase was extracted with further dichloromethane (4×30 ... The reactants are O (water), ClC(=O)OCC1=CC=CC=C1 (benzyl chloroformate), C(O)([O-])=O.[K+] (potassium hydrogencarbonate), C(C1=CC=CC=C1)N(CCO)CCC1C(NC2=CC=CC=C12)=O (3-[2-[N-Benzyl-N-(2-hydroxyethyl)amino]ethyl]-2,3-dihydro-1H-indol-2-one). Solvent: ClCCl (dichloromethane). Run at time 24 hour. The product is C(C1=CC=CC=C1)OC(=O)N(CCO)CCC1C(NC2=CC=CC=C12)=O (3-[2-[N-(Benzyloxycarbonyl)-N-(2-hydroxyethyl)amino]ethyl]-2,3-dihydro-1H-indol-2-one). The yield is 52.0%. As a reaction SMILES: C([N:8]([CH2:12][CH2:13][CH:14]1[C:22]2[C:17](=[CH:18][CH:19]=[CH:20][CH:21]=2)[NH:16][C:15]1=[O:23])[CH2:9][CH2:10][OH:11])C1C=CC=CC=1.Cl[C:25]([O:27][CH2:28][C:29]1[CH:34]=[CH:33][CH:32]=[CH:31][CH:30]=1)=[O:26].C(=O)([O-])O.[K+].O>ClCCl>[CH2:28]([O:27][C:25]([N:8]([CH2:12][CH2:13][CH:14]1[C:22]2[C:17](=[CH:18][CH:19]=[CH:20][CH:21]=2)[NH:16][C:15]1=[O:23])[CH2:9][CH2:10][OH:11])=[O:26])[C:29]1[CH:34]=[CH:33][CH:32]=[CH:31][CH:30]=1 |f:2.3|. Reported procedure: 3-[2-[N-Benzyl-N-(2-hydroxyethyl)amino]ethyl]-2,3-dihydro-1H-indol-2-one (463 mg) was dissolved in dichloromethane (9.2 ml), added with benzyl chloroformate (0.51 ml) and potassium hydrogencarbonate (358 mg) and stirred at room temperature for 24 hours. The reaction mixture was added with water (10 ml) and extracted twice with dichloromethane (10 ml). The organic layer was dried over anhydrous magnesium sulfate, and then the solvent was evaporated under reduced pressure. The residue was dissolve...